Dataset: the Open Reaction Database (ORD), a public repository of structured organic reaction records. Task: describe an organic reaction: reactants, conditions, products, and yield The reactants are Fc1ccc2[nH]cc(CCBr)c2c1, C1CCNCC1, C1COCCO1. The product is Fc1ccc2[nH]cc(CCN3CCCCC3)c2c1. As a reaction SMILES: [Br:7][CH2:8][CH2:9][c:10]1[cH:11][nH:12][c:13]2[cH:14][cH:15][c:16]([F:19])[cH:17][c:18]12.[CH2:1]1[CH2:2][CH2:3][NH:4][CH2:5][CH2:6]1.[O:20]1[CH2:21][CH2:22][O:23][CH2:24][CH2:25]1>>[CH2:1]1[CH2:2][CH2:3][N:4]([CH2:8][CH2:9][c:10]2[cH:11][nH:12][c:13]3[cH:14][cH:15][c:16]([F:19])[cH:17][c:18]23)[CH2:5][CH2:6]1. Reactants: ClC=1C=CC(=C(CN2C3=C(NCC2)N=CC(=C3)C3=CC=C(C(=O)O)C=C3)C1)C(F)(F)F (4-{1-[5-chloro-2-(trifluoromethyl)benzyl]-1,2,3,4-tetrahydropyrido[2,3-b]pyrazin-7-yl}benzoic acid), NCC1=CC=C(C=C1)C1=CC=CC=C1 (4-(aminomethyl)biphenyl). The product is C1(=CC=C(C=C1)CNC(C1=CC=C(C=C1)C1=CC2=C(NCCN2CC2=C(C=CC(=C2)Cl)C(F)(F)F)N=C1)=O)C1=CC=CC=C1 (N-Biphenyl-4-ylmethyl-4-{1-[5-Chloro-2-(trifluoromethyl)benzyl]-1,2,3,4-tetrahydropyrido[2,3-b]pyrazin-7-yl}benzamide). As a reaction SMILES: [Cl:1][C:2]1[CH:3]=[CH:4][C:5]([C:28]([F:31])([F:30])[F:29])=[C:6]([CH:27]=1)[CH2:7][N:8]1[CH2:13][CH2:12][NH:11][C:10]2[N:14]=[CH:15][C:16]([C:18]3[CH:26]=[CH:25][C:21]([C:22]([OH:24])=O)=[CH:20][CH:19]=3)=[CH:17][C:9]1=2.[NH2:32][CH2:33][C:34]1[CH:39]=[CH:38][C:37]([C:40]2[CH:45]=[CH:44][CH:43]=[CH:42][CH:41]=2)=[CH:36][CH:35]=1>>[C:37]1([C:40]2[CH:41]=[CH:42][CH:43]=[CH:44][CH:45]=2)[CH:36]=[CH:35][C:34]([CH2:33][NH:32][C:22](=[O:24])[C:21]2[CH:25]=[CH:26][C:18]([C:16]3[CH:15]=[N:14][C:10]4[NH:11][CH2:12][CH2:13][N:8]([CH2:7][C:6]5[CH:27]=[C:2]([Cl:1])[CH:3]=[CH:4][C:5]=5[C:28]([F:31])([F:29])[F:30])[C:9]=4[CH:17]=3)=[CH:19][CH:20]=2)=[CH:39][CH:38]=1. Procedure: 4-{1-[5-chloro-2-(trifluoromethyl)benzyl]-1,2,3,4-tetrahydropyrido[2,3-b]pyrazin-7-yl}benzoic acid was reacted with 4-(aminomethyl)biphenyl as in General Procedure 10 to give the title compound. LCMS: m/z=613.00 (M+H+); retention time=1.07 minutes. The product is NC(CS(=O)(=O)c1ccccc1)=NNC(=O)c1cccnc1. Reactants: NNC(=O)c1cccnc1, CCOC(=N)CS(=O)(=O)c1ccccc1, ClC(Cl)Cl, Cl, C1COCCO1. RXN SMILES: [C:17]([c:18]1[cH:19][n:20][cH:21][cH:22][cH:23]1)(=[O:24])[NH:25][NH2:26].[CH2:2]([O:3][C:5]([CH2:6][S:7](=[O:8])(=[O:9])[c:10]1[cH:11][cH:12][cH:13][cH:14][cH:15]1)=[NH:16])[CH3:4].[CH:27]([Cl:28])([Cl:29])[Cl:30].[ClH:1].[O:31]1[CH2:32][CH2:33][O:34][CH2:35][CH2:36]1>>[C:5]([CH2:6][S:7](=[O:8])(=[O:9])[c:10]1[cH:11][cH:12][cH:13][cH:14][cH:15]1)([NH2:16])=[N:26][NH:25][C:17]([c:18]1[cH:19][n:20][cH:21][cH:22][cH:23]1)=[O:24]. The reactants are C[Si](C)(C)CCOCn1ccc2c(Br)ccnc21, C1CCOC1, CC(C)[Mg+], [Cl-], CON(C)C(=O)CCl. The product is C[Si](C)(C)CCOCn1ccc2c(C(=O)CCl)ccnc21. As a reaction SMILES: [Br:1][c:2]1[c:3]2[c:4]([n:5][cH:6][cH:7]1)[n:8]([CH2:11][O:12][CH2:13][CH2:14][Si:15]([CH3:16])([CH3:17])[CH3:18])[cH:9][cH:10]2.[CH2:32]1[O:33][CH2:34][CH2:35][CH2:36]1.[CH:20]([Mg+:21])([CH3:22])[CH3:23].[Cl-:19].[Cl:24][CH2:25][C:26](=[O:27])[N:28]([O:29][CH3:30])[CH3:31]>>[c:2]1([C:26]([CH2:25][Cl:24])=[O:27])[c:3]2[c:4]([n:5][cH:6][cH:7]1)[n:8]([CH2:11][O:12][CH2:13][CH2:14][Si:15]([CH3:16])([CH3:17])[CH3:18])[cH:9][cH:10]2. Starting materials: C(C)(C)(C)OC(N(C)CC(C1=CC(=CC=C1)Cl)NC1=NC=NC2=C(C=C(C=C12)OCC1=CC=CC=C1)C(N)=O)=O ([2-(6-benzyloxy-8-carbamoyl-quinazolin-4-ylamino)-2-(3-chloro-phenyl)-ethyl]-methyl-carbamic acid tert-butyl ester), C1CCOC1 (THF), Cl (HCl). Solvent: O1CCOCC1 (dioxane). Conditions: time 8 hour. Product: C(C1=CC=CC=C1)OC=1C=C2C(=NC=NC2=C(C1)C(=O)N)NC(CNC)C1=CC(=CC=C1)Cl (6-benzyloxy-4-[1-(3-chloro-phenyl)-2-methylamino-ethylamino]-quinazoline-8-carboxylic acid amide). Isolated yield 97.0%. As a reaction SMILES: C(O[C:6](=O)[N:7]([CH2:9][CH:10]([NH:18][C:19]1[C:28]2[C:23](=[C:24]([C:37](=[O:39])[NH2:38])[CH:25]=[C:26]([O:29][CH2:30][C:31]3[CH:36]=[CH:35][CH:34]=[CH:33][CH:32]=3)[CH:27]=2)[N:22]=[CH:21][N:20]=1)[C:11]1[CH:16]=[CH:15][CH:14]=[C:13]([Cl:17])[CH:12]=1)C)(C)(C)C.C1COCC1.Cl>O1CCOCC1>[CH2:30]([O:29][C:26]1[CH:27]=[C:28]2[C:23](=[C:24]([C:37]([NH2:38])=[O:39])[CH:25]=1)[N:22]=[CH:21][N:20]=[C:19]2[NH:18][CH:10]([C:11]1[CH:16]=[CH:15][CH:14]=[C:13]([Cl:17])[CH:12]=1)[CH2:9][NH:7][CH3:6])[C:31]1[CH:32]=[CH:33][CH:34]=[CH:35][CH:36]=1. Procedure details: A scintillation vial equipped with a stir bar was charged with [2-(6-benzyloxy-8-carbamoyl-quinazolin-4-ylamino)-2-(3-chloro-phenyl)-ethyl]-methyl-carbamic acid tert-butyl ester (20 mg, 0.035 mmol) and THF, (3 mL). Then, 4 M HCl in dioxane, (3 mL) was added at RT and the mixture was stirred overnight. After 18 h, a white precipitate had formed and LCMS indicated consumption of SM. The mixture was diluted with Et2O (30 mL) and the precipitate was filtered through a filter paper and washed with Et... Starting materials: C1(=CC=CC=C1)C=1C=NC=CC1 (3-phenylpyridine), [NH2-].[Na+] (sodium amide). The product is NC1=NC=CC=C1C1=CC=CC=C1 (2-amino-3-phenylpyridine). RXN SMILES: [C:1]1([C:7]2[CH:8]=[N:9][CH:10]=[CH:11][CH:12]=2)[CH:6]=[CH:5][CH:4]=[CH:3][CH:2]=1.[NH2-:13].[Na+]>>[NH2:13][C:8]1[C:7]([C:1]2[CH:2]=[CH:3][CH:4]=[CH:5][CH:6]=2)=[CH:12][CH:11]=[CH:10][N:9]=1 |f:1.2|. Reported procedure: 2-Amino-3-phenylpyridine is prepared by reacting 46.5 g. 3-phenylpyridine with 11.7 g. of sodium amide at a temperature of 250° in the presence of mineral oil. The 2-amino-3-phenylpyridine that is formed is purifed by distillation and is substituted for the 2-amino-4-phenylpyridine in Example 8 to obtain the named compound. The reactants are C=CCONC1CN(C(=O)OC(C)(C)C)Cc2oncc21, CCOC(C)=O, Cl, [NH4+], [OH-]. Product: C=CCONC1CNCc2oncc21. RXN SMILES: [CH2:1]([CH:2]=[CH2:3])[O:4][NH:5][CH:6]1[c:7]2[c:8]([o:19][n:20][cH:21]2)[CH2:9][N:10]([C:12]([O:13][C:14]([CH3:15])([CH3:16])[CH3:17])=[O:18])[CH2:11]1.[CH3:25][CH2:26][O:27][C:28](=[O:29])[CH3:30].[ClH:22].[NH4+:23].[OH-:24]>>[CH2:1]([CH:2]=[CH2:3])[O:4][NH:5][CH:6]1[c:7]2[c:8]([o:19][n:20][cH:21]2)[CH2:9][NH:10][CH2:11]1.